Dataset: the Open Reaction Database (ORD), a public repository of structured organic reaction records. Task: describe an organic reaction: reactants, conditions, products, and yield Reactants: ClC=1C=CC(=C(C1)C1=CC(N(C=C1OC)CC(=O)OC(C)(C)C)=O)OC(F)F (tert-butyl {4-[5-chloro-2-(difluoromethoxy)phenyl]-5-methoxy-2-oxopyridin-1(2H)-yl}acetate), bis(trimethylsilyl)lithium amide, FC(S(=O)(=O)OCCOC)(F)F (2-methoxyethyl trifluoromethanesulphonate). The product is ClC=1C=CC(=C(C1)C1=CC(N(C=C1OC)C(C(=O)OC(C)(C)C)CCOC)=O)OC(F)F (tert-Butyl 2-{4-[5-chloro-2-(difluoromethoxy)phenyl]-5-methoxy-2-oxopyridin-1(2H)-yl}-4-methoxybutanoate). As a reaction SMILES: [Cl:1][C:2]1[CH:3]=[CH:4][C:5]([O:25][CH:26]([F:28])[F:27])=[C:6]([C:8]2[C:13]([O:14][CH3:15])=[CH:12][N:11]([CH2:16][C:17]([O:19][C:20]([CH3:23])([CH3:22])[CH3:21])=[O:18])[C:10](=[O:24])[CH:9]=2)[CH:7]=1.FC(F)(F)S(O[CH2:35][CH2:36][O:37][CH3:38])(=O)=O>>[Cl:1][C:2]1[CH:3]=[CH:4][C:5]([O:25][CH:26]([F:28])[F:27])=[C:6]([C:8]2[C:13]([O:14][CH3:15])=[CH:12][N:11]([CH:16]([CH2:35][CH2:36][O:37][CH3:38])[C:17]([O:19][C:20]([CH3:23])([CH3:22])[CH3:21])=[O:18])[C:10](=[O:24])[CH:9]=2)[CH:7]=1. Reported procedure: 312 mg (0.75 mmol) of tert-butyl {4-[5-chloro-2-(difluoromethoxy)phenyl]-5-methoxy-2-oxopyridin-1(2H)-yl}acetate in the presence of 0.90 ml (0.90 mmol, 1.2 eq.) of bis(trimethylsilyl)lithium amide (1M in THF) and 312 mg (1.50 mmol, 1.5 eq.) of 2-methoxyethyl trifluoromethanesulphonate were reacted according to General Method 7B. Yield: 201 mg (purity 91%, 51% of theory) The reactants are FC=1C=C(C=CC1)CCNC=1SCC(N1)=O (2-[2-(3-fluoro-phenyl)-ethylamino]-thiazol-4-one), C(=O)(C)O[Na] (AcONa), C(=O)C=1N=C2C(=C(C=NC2=CC1)C#N)OC(C)C (6-formyl-4-isopropoxy-[1,5]naphthyridine-3-carbonitrile). Run in CC(=O)O (AcOH). Conditions: temperature 80 celsius. The product is FC=1C=C(C=CC1)CCNC=1SC(C(N1)=O)=CC=1N=C2C(=C(C=NC2=CC1)C#N)OC(C)C (6-{2-[2-(3-fluoro-phenyl)-ethylamino]-4-oxo-4H-thiazol-5-ylidenemethyl}-4-isopropoxy-[1,5]naphthyridine-3-carbonitrile). The yield is 41.6%. RXN SMILES: [F:1][C:2]1[CH:3]=[C:4]([CH2:8][CH2:9][NH:10][C:11]2[S:12][CH2:13][C:14](=[O:16])[N:15]=2)[CH:5]=[CH:6][CH:7]=1.C(O[Na])(C)=O.[CH:22]([C:24]1[N:25]=[C:26]2[C:31](=[CH:32][CH:33]=1)[N:30]=[CH:29][C:28]([C:34]#[N:35])=[C:27]2[O:36][CH:37]([CH3:39])[CH3:38])=O>CC(O)=O>[F:1][C:2]1[CH:3]=[C:4]([CH2:8][CH2:9][NH:10][C:11]2[S:12][C:13](=[CH:22][C:24]3[N:25]=[C:26]4[C:31](=[CH:32][CH:33]=3)[N:30]=[CH:29][C:28]([C:34]#[N:35])=[C:27]4[O:36][CH:37]([CH3:39])[CH3:38])[C:14](=[O:16])[N:15]=2)[CH:5]=[CH:6][CH:7]=1. Reported procedure: To a mixture of 2-[2-(3-fluoro-phenyl)-ethylamino]-thiazol-4-one (38.1 mg, 0.16 mmol) (prepared as described below), AcONa (160 mg, 1.95 mmol), and 6-formyl-4-isopropoxy-[1,5]naphthyridine-3-carbonitrile (50.2 mg, 0.21 mmol) (see Example 1) in a sealed tube was added AcOH (0.3 mL). The reaction mixture was heated to 80° C. (oil bath) for 5 hrs. The reaction mixture was then cooled to r.t. and triturated with water. The solid was collected by filtration and washed with water. The solid was then s...